This data is from the Open Reaction Database (ORD), a public repository of structured organic reaction records. The task is: describe an organic reaction: reactants, conditions, products, and yield Starting materials: COC1=C(C=CC=C1OC)O (2,3-dimethoxyphenol), [N+](=O)(O)[O-] (nitric acid), [OH-].[K+] (potassium hydroxide), ClC(F)F (chlorodifluoromethane). Reagents/catalysts: CC1=CC2=C(C=C1C)N(C=N2)[C@@H]3C(C([C@@H](O3)CO)OP(=O)([O-])O[C@H](C)CNC(=O)CC[C@@]\4([C@H]([C@@H]5[C@]6([C@@]([C@@H](C(=N6)/C(=C\7/[C@@]([C@@H](C(=N7)/C=C\8/C([C@@H](C(=N8)/C(=C4\[N-]5)/C)CCC(=O)N)(C)C)CCC(=O)N)(C)CC(=O)N)/C)CCC(=O)N)(C)CC(=O)N)C)CC(=O)N)C)O.O.[Co+2] (B12a). The solvent is O1CCOCC1.O (dioxane water), C1CCCCC1.C(C)(=O)OCC (cyclohexane ethyl acetate). The product is FC(OC1=C(C(=CC(=C1)[N+](=O)[O-])OC)OC)F (1-difluoromethoxy-2,3-dimethoxy-5-nitrobenzene). Yield: 48.0%. Reaction SMILES: [CH3:1][O:2][C:3]1[C:8]([O:9][CH3:10])=[CH:7][CH:6]=[CH:5][C:4]=1[OH:11].[OH-].[K+].Cl[CH:15]([F:17])[F:16].[N+:18]([O-])([OH:20])=[O:19]>O1CCOCC1.O.CC1C(C)=CC2N([C@H]3O[C@@H](CO)C(OP(O[C@@H](CNC(CC[C@]4(C)[C@@H](CC(N)=O)[C@H]5[N-]C4=C(C)C4=NC(C(C)(C)[C@@H]4CCC(N)=O)=CC4=NC([C@](CC(N)=O)(C)[C@@H]4CCC(N)=O)=C(C)C4=N[C@]5(C)[C@](CC(N)=O)(C)[C@@H]4CCC(N)=O)=O)C)([O-])=O)C3O)C=NC=2C=1.O.[Co+2].C1CCCCC1.C(OCC)(=O)C>[F:16][CH:15]([F:17])[O:11][C:4]1[CH:5]=[C:6]([N+:18]([O-:20])=[O:19])[CH:7]=[C:8]([O:9][CH3:10])[C:3]=1[O:2][CH3:1] |f:1.2,5.6,7.8.9,10.11|. Procedure details: 50 g of 2,3-dimethoxyphenol are reacted analogously to Example B12a with 80 g of potassium hydroxide and chlorodifluoromethane in dioxane/water. The mixture is extracted with diisopropyl ether by shaking, the extract is washed with sodium hydroxide solution and 35 g of a product (b.p. 70°-74° C./0.3 mbar) are obtained which is reacted with 100% nitric acid analogously to Example B7b. The reaction product is subjected to chromatography on a silica gel column with cyclohexane/ethyl acetate (3:2), ... Starting materials: NC1=C(C(=NC=C1)N)N (triaminopyridine), imidazo[4,5b]pyridine, Cl (hydrochloric acid), [N+](=O)([O-])C=1C(=NC(=CC1)NCC1CCN(CC1)S(=O)(=O)CCC1=CC=CC=C1)N (3-Nitro-N6-[1-(2-phenyl-ethanesulfonyl)-piperidin-4-ylmethyl]-pyridine-2,6-diamine), [H][H] (hydrogen), [OH-].[Na+] (sodium hydroxide). Reagents/catalysts: [Ni] (Raney-nickel). Run in C(=O)O (formic acid), C1CCOC1.CO (THF methanol). The product is N1C=NC2=NC(=CC=C21)NCC2CCN(CC2)S(=O)(=O)CCC2=CC=CC=C2 ((1H-Imidazo[4,5-b]pyridin-5-yl)-[1-(2-phenyl-ethanesulfonyl)-piperidin-4-ylmethyl]-amine). RXN SMILES: [N+:1]([C:4]1[C:5]([NH2:29])=[N:6][C:7]([NH:10][CH2:11][CH:12]2[CH2:17][CH2:16][N:15]([S:18]([CH2:21][CH2:22][C:23]3[CH:28]=[CH:27][CH:26]=[CH:25][CH:24]=3)(=[O:20])=[O:19])[CH2:14][CH2:13]2)=[CH:8][CH:9]=1)([O-])=O.[H][H].N[C:33]1C=CN=C(N)C=1N.Cl.[OH-].[Na+]>C1COCC1.CO.[Ni].C(O)=O>[NH:1]1[C:4]2[C:5](=[N:6][C:7]([NH:10][CH2:11][CH:12]3[CH2:17][CH2:16][N:15]([S:18]([CH2:21][CH2:22][C:23]4[CH:28]=[CH:27][CH:26]=[CH:25][CH:24]=4)(=[O:20])=[O:19])[CH2:14][CH2:13]3)=[CH:8][CH:9]=2)[N:29]=[CH:33]1 |f:4.5,6.7|. Reported procedure: EXAMPLE 104 was prepared from 3-nitro-N6-[1-(2-phenyl-ethanesulfonyl)-piperidin-4-ylmethyl]-pyridine-2,6-diamine (EXAMPLE 103) (1 mmol scale) by hydrogenation in 15 mL of THF/methanol over 0.5 of Raney-nickel under 1 atm of hydrogen for 1 h, followed by immediate conversion of the crude, air sensitive triaminopyridine into the imidazo[4,5b]pyridine by heating with 5 mL of 96% formic acid and 2 mL of 37% hydrochloric acid at reflux overnight. The free base was liberated with sodium hydroxide and ... Reactants: FC(C=1C=C2NC(C(N(C2=CC1)CCOC)=O)=O)(F)F (6-trifluoromethyl-1-(1-methoxyeth-2-yl)-1,2,3,4-tetrahydro-2,3-dioxoquinoxaline), S(O)(O)(=O)=O (sulfuric acid), I(=O)(=O)O (iodic acid), II (iodine). Run in C(C)(=O)O (acetic acid), O (water). The product is FC(C=1C=C2NC(C(N(C2=CC1I)CCOC)=O)=O)(F)F (6-trifluoromethyl-7-iodo-1-(1-methoxyeth-2-yl)-1,2,3,4-tetrahydro-2,3-dioxoquinoxaline). Isolated yield 49.4%. RXN SMILES: [F:1][C:2]([F:20])([F:19])[C:3]1[CH:4]=[C:5]2[C:10](=[CH:11][CH:12]=1)[N:9]([CH2:13][CH2:14][O:15][CH3:16])[C:8](=[O:17])[C:7](=[O:18])[NH:6]2.S(=O)(=O)(O)O.[I:26](O)(=O)=O.II>C(O)(=O)C.O>[F:20][C:2]([F:1])([F:19])[C:3]1[CH:4]=[C:5]2[C:10](=[CH:11][C:12]=1[I:26])[N:9]([CH2:13][CH2:14][O:15][CH3:16])[C:8](=[O:17])[C:7](=[O:18])[NH:6]2. Procedure: 288 mg of 6-trifluoromethyl-1-(1-methoxyeth-2-yl)-1,2,3,4-tetrahydro-2,3-dioxoquinoxaline is mixed in 5 ml of glacial acetic acid with 0.05 ml of water, 0.012 ml of concentrated sulfuric acid, 34.4 mg of iodic acid and 88.4 mg of iodine and heated for 4 hours to 80° C. After concentration by evaporation, it is taken up in water, adjusted alkaline and extracted with methylene chloride. The organic phase is dried, filtered and concentrated by evaporation and the residue is chromatographed on silic... Starting materials: [Br-], C[Mg+], COCOc1cccc(C=O)c1, [Cl-], [NH4+], C1CCOC1. The product is COCOc1cccc(C(C)O)c1. As a reaction SMILES: [Br-:13].[CH3:14][Mg+:15].[CH3:1][O:2][CH2:3][O:4][c:5]1[cH:6][c:7]([CH:8]=[O:9])[cH:10][cH:11][cH:12]1.[Cl-:16].[NH4+:17].[O:18]1[CH2:19][CH2:20][CH2:21][CH2:22]1>>[CH3:1][O:2][CH2:3][O:4][c:5]1[cH:6][c:7]([CH:8]([OH:9])[CH3:14])[cH:10][cH:11][cH:12]1.